Dataset: the Open Reaction Database (ORD), a public repository of structured organic reaction records. Task: describe an organic reaction: reactants, conditions, products, and yield The reactants are CCOC(=O)C(=NOCC1CC1)c1csc(NC(c2ccccc2)(c2ccccc2)c2ccccc2)n1, O=CO, O. Yields the product CCOC(=O)C(=NOCC1CC1)c1csc(N)n1. Reaction SMILES: [CH:1]1([CH2:4][O:5][N:6]=[C:7]([C:8](=[O:9])[O:10][CH2:11][CH3:12])[c:13]2[n:14][c:15]([NH:18][C:19]([c:20]3[cH:21][cH:22][cH:23][cH:24][cH:25]3)([c:26]3[cH:27][cH:28][cH:29][cH:30][cH:31]3)[c:32]3[cH:33][cH:34][cH:35][cH:36][cH:37]3)[s:16][cH:17]2)[CH2:2][CH2:3]1.[CH:39]([OH:40])=[O:41].[OH2:38]>>[CH:1]1([CH2:4][O:5][N:6]=[C:7]([C:8](=[O:9])[O:10][CH2:11][CH3:12])[c:13]2[n:14][c:15]([NH2:18])[s:16][cH:17]2)[CH2:2][CH2:3]1.